Task: describe an organic reaction: reactants, conditions, products, and yield. Dataset: the Open Reaction Database (ORD), a public repository of structured organic reaction records Reactants: ClC1=NC(=NC(=N1)N1CCOCC1)N1C(=NC2=C1C=CC=C2OC)C(F)F (1-[4-chloro-6-(4-morpholinyl)-1,3,5-triazin-2-yl]-2-(difluoromethyl)-4-methoxy-1H-benzimidazole), N1N=CC=C1 (1H-pyrazole), CCN(C(C)C)C(C)C (DIPEA). The solvent is O (water). Conditions: temperature 120 celsius. Yields the product FC(C1=NC2=C(N1C1=NC(=NC(=N1)N1CCOCC1)N1N=CC=C1)C=CC=C2OC)F (2-(difluoromethyl)-4-methoxy-1-[4-(4-morpholinyl)-6-(1H-pyrazol-1-yl)-1,3,5-triazin-2-yl]-1H-benzimidazole). Yield: 81.9%. As a reaction SMILES: Cl[C:2]1[N:7]=[C:6]([N:8]2[CH2:13][CH2:12][O:11][CH2:10][CH2:9]2)[N:5]=[C:4]([N:14]2[C:18]3[CH:19]=[CH:20][CH:21]=[C:22]([O:23][CH3:24])[C:17]=3[N:16]=[C:15]2[CH:25]([F:27])[F:26])[N:3]=1.[NH:28]1[CH:32]=[CH:31][CH:30]=[N:29]1.CCN(C(C)C)C(C)C>O>[F:26][CH:25]([F:27])[C:15]1[N:14]([C:4]2[N:5]=[C:6]([N:8]3[CH2:13][CH2:12][O:11][CH2:10][CH2:9]3)[N:7]=[C:2]([N:28]3[CH:32]=[CH:31][CH:30]=[N:29]3)[N:3]=2)[C:18]2[CH:19]=[CH:20][CH:21]=[C:22]([O:23][CH3:24])[C:17]=2[N:16]=1. Reported procedure: A mixture of 1-[4-chloro-6-(4-morpholinyl)-1,3,5-triazin-2-yl]-2-(difluoromethyl)-4-methoxy-1H-benzimidazole (Example 2) (0.49 mg, 1.22 mmol), 1H-pyrazole (1.0 g, 14.7 mmol), and DIPEA (3 mL) was heated to 120° C. for 40 min, cooled to 20° C., and diluted with water (50 mL). The resulting precipitate was collected by filtration, washed with water, and dried. Chromatography on silica, eluting with CH2Cl2/EtOAc (4:1), gave 2-(difluoromethyl)-4-methoxy-1-[4-(4-morpholinyl)-6-(1H-pyrazol-1-yl)-1,3,5...